Dataset: the Open Reaction Database (ORD), a public repository of structured organic reaction records. Task: describe an organic reaction: reactants, conditions, products, and yield RXN SMILES: [CH2:3]([CH3:4])[O:5][C:6](=[O:7])[c:8]1[n:9][n:10](-[c:21]2[cH:22][n:23][c:24]([O:27][CH3:28])[cH:25][cH:26]2)[c:11](-[c:13]2[n:14][cH:15][cH:16][c:17]([O:19][CH3:20])[cH:18]2)[cH:12]1.[CH3:30][OH:31].[ClH:29].[Na+:2].[O:32]1[CH2:33][CH2:34][CH2:35][CH2:36]1.[OH-:1]>>[O:5]=[C:6]([OH:7])[c:8]1[n:9][n:10](-[c:21]2[cH:22][n:23][c:24]([O:27][CH3:28])[cH:25][cH:26]2)[c:11](-[c:13]2[n:14][cH:15][cH:16][c:17]([O:19][CH3:20])[cH:18]2)[cH:12]1. Product: COc1ccnc(-c2cc(C(=O)O)nn2-c2ccc(OC)nc2)c1. Reactants: CCOC(=O)c1cc(-c2cc(OC)ccn2)n(-c2ccc(OC)nc2)n1, CO, Cl, [Na+], C1CCOC1, [OH-]. Starting materials: CCOC(C)=O, CC[SiH](CC)CC, CCCCCC, O=C(O)C(F)(F)F, O, CSc1ccccc1C(=O)c1ccccc1O. The product is CSc1ccccc1Cc1ccccc1O. As a reaction SMILES: [C:33]([O:34][CH2:35][CH3:36])(=[O:37])[CH3:38].[CH2:18]([SiH:19]([CH2:20][CH3:21])[CH2:22][CH3:23])[CH3:24].[CH3:39][CH2:40][CH2:41][CH2:42][CH2:43][CH3:44].[F:25][C:26]([F:27])([F:28])[C:29]([OH:30])=[O:31].[OH2:32].[OH:1][c:2]1[c:3]([C:8](=[O:9])[c:10]2[c:11]([S:16][CH3:17])[cH:12][cH:13][cH:14][cH:15]2)[cH:4][cH:5][cH:6][cH:7]1>>[OH:1][c:2]1[c:3]([CH2:8][c:10]2[c:11]([S:16][CH3:17])[cH:12][cH:13][cH:14][cH:15]2)[cH:4][cH:5][cH:6][cH:7]1. RXN SMILES: [C:1]([c:2]1[nH:3][cH:4][cH:5][n:6]1)([c:7]1[nH:8][cH:9][cH:10][n:11]1)=[O:12].[CH3:51][NH:52][O:53][CH3:54].[Cl:13][c:14]1[n:15][c:16]([NH:36][CH2:37][CH:38]([c:39]2[cH:40][cH:41][cH:42][cH:43][cH:44]2)[c:45]2[cH:46][cH:47][cH:48][cH:49][cH:50]2)[c:17]2[n:18][cH:19][n:20]([CH:23]3[O:24][CH:25]([C:33](=[O:34])[OH:35])[CH:26]4[CH:27]3[O:28][C:29]([CH3:31])([CH3:32])[O:30]4)[c:21]2[n:22]1.[Cl:58][CH2:59][Cl:60].[ClH:55].[Na+:57].[OH-:56]>>[Cl:13][c:14]1[n:15][c:16]([NH:36][CH2:37][CH:38]([c:39]2[cH:40][cH:41][cH:42][cH:43][cH:44]2)[c:45]2[cH:46][cH:47][cH:48][cH:49][cH:50]2)[c:17]2[n:18][cH:19][n:20]([CH:23]3[O:24][CH:25]([C:33](=[O:35])[N:52]([CH3:51])[O:53][CH3:54])[CH:26]4[CH:27]3[O:28][C:29]([CH3:31])([CH3:32])[O:30]4)[c:21]2[n:22]1. The product is CON(C)C(=O)C1OC(n2cnc3c(NCC(c4ccccc4)c4ccccc4)nc(Cl)nc32)C2OC(C)(C)OC12. Reactants: O=C(c1ncc[nH]1)c1ncc[nH]1, CNOC, CC1(C)OC2C(C(=O)O)OC(n3cnc4c(NCC(c5ccccc5)c5ccccc5)nc(Cl)nc43)C2O1, ClCCl, Cl, [Na+], [OH-].